Dataset: the Open Reaction Database (ORD), a public repository of structured organic reaction records. Task: describe an organic reaction: reactants, conditions, products, and yield The reactants are [Cl-].[Li+] (lithium chloride), [BH4-].[Na+] (sodium borohydride), FC1=CC=C(C=C1)C=1OCC(N1)C(=O)OC (Methyl 2-(4-fluorophenyl)-1,3-oxazoline-4-carboxylate). Run in C(C)O (ethanol). The product is FC1=CC=C(C=C1)C=1OCC(N1)CO ([2-(4-fluorophenyl)-1,3-oxazolin-4-yl]methan-1-ol). The yield is 68.3%. Reaction SMILES: [F:1][C:2]1[CH:7]=[CH:6][C:5]([C:8]2[O:9][CH2:10][CH:11]([C:13](OC)=[O:14])[N:12]=2)=[CH:4][CH:3]=1.[Cl-].[Li+].[BH4-].[Na+]>C(O)C>[F:1][C:2]1[CH:3]=[CH:4][C:5]([C:8]2[O:9][CH2:10][CH:11]([CH2:13][OH:14])[N:12]=2)=[CH:6][CH:7]=1 |f:1.2,3.4|. Procedure details: Methyl 2-(4-fluorophenyl)-1,3-oxazoline-4-carboxylate (1.0 g, 4.5 mmol) was dissolved in 30 ml of absolute ethanol. To this solution was added lithium chloride (0.380 g, 9.0 mmol) and sodium borohydride (0.342 g, 9.0 mmol). The reaction was stirred at room temperature until starting material was consumed (TLC, 15:1 dichloromethane:methanol). Ethanol was removed under reduced pressure and replaced with 35 ml of water. The aqueous solution was acidified to about pH 2 with concentrated HCl, and the... Reactants: BrC1=CC=C2C=NC(=NN21)NC2=CC=C(C=C2)C2CCN(CC2)CC(=O)N (2-{4-[4-(7-Bromo-pyrrolo[2,1-f][1,2,4]triazin-2-ylamino)-phenyl]-piperidin-1-yl}-acetamide), CC1(OB(OC1(C)C)C=1C=NN(C1)CCC#N)C (3-[4-(4,4,5,5-Tetramethyl-1,3,2-dioxaborolan-2-yl)-pyrazol-1-yl]-propionitrile). The product is C(#N)CCN1N=CC(=C1)C1=CC=C2C=NC(=NN21)NC2=CC=C(C=C2)C2CCN(CC2)CC(=O)N (2-[4-(4-{7-[1-(2-Cyano-ethyl)-1H-pyrazol-4-yl]-pyrrolo[2,1-f][1,2,4]triazin-2-ylamino}-phenyl)-piperidin-1-yl]-acetamide). RXN SMILES: Br[C:2]1[N:10]2[C:5]([CH:6]=[N:7][C:8]([NH:11][C:12]3[CH:17]=[CH:16][C:15]([CH:18]4[CH2:23][CH2:22][N:21]([CH2:24][C:25]([NH2:27])=[O:26])[CH2:20][CH2:19]4)=[CH:14][CH:13]=3)=[N:9]2)=[CH:4][CH:3]=1.CC1(C)C(C)(C)OB([C:36]2[CH:37]=[N:38][N:39]([CH2:41][CH2:42][C:43]#[N:44])[CH:40]=2)O1>>[C:43]([CH2:42][CH2:41][N:39]1[CH:40]=[C:36]([C:2]2[N:10]3[C:5]([CH:6]=[N:7][C:8]([NH:11][C:12]4[CH:13]=[CH:14][C:15]([CH:18]5[CH2:19][CH2:20][N:21]([CH2:24][C:25]([NH2:27])=[O:26])[CH2:22][CH2:23]5)=[CH:16][CH:17]=4)=[N:9]3)=[CH:4][CH:3]=2)[CH:37]=[N:38]1)#[N:44]. Procedure: 2-{4-[4-(7-Bromo-pyrrolo[2,1-f][1,2,4]triazin-2-ylamino)-phenyl]-piperidin-1-yl}-acetamide (111 mg, 0.259 mmol) and 3-[4-(4,4,5,5-Tetramethyl-1,3,2-dioxaborolan-2-yl)-pyrazol-1-yl]-propionitrile (128 mg, 0.518 mmol) were reacted in an analogous manner to Example 881A. The resulting crude product was purified by ISCO chromatography (amine capped silica gel) with a gradient of 50-100% EtOAc in hexanes-30% MeOH in EtOAc (41 mg, 34%). LCMS=470.0 (M+H), HPLC rt=1.825 min, 95% purity. 1H NMR (400 MHz,... The reactants are COC(=O)C(Cc1ccc(OCCNC(=O)c2ccc(-c3ccccn3)cc2)cc1)Oc1cc(C)cs1, [Na+], [OH-]. The product is Cc1csc(OC(Cc2ccc(OCCNC(=O)c3ccc(-c4ccccn4)cc3)cc2)C(=O)O)c1. RXN SMILES: [CH3:1][c:2]1[cH:3][c:4]([O:7][CH:8]([C:9](=[O:10])[O:11][CH3:12])[CH2:13][c:14]2[cH:15][cH:16][c:17]([O:20][CH2:21][CH2:22][NH:23][C:24]([c:25]3[cH:26][cH:27][c:28](-[c:31]4[n:32][cH:33][cH:34][cH:35][cH:36]4)[cH:29][cH:30]3)=[O:37])[cH:18][cH:19]2)[s:5][cH:6]1.[Na+:39].[OH-:38]>>[CH3:1][c:2]1[cH:3][c:4]([O:7][CH:8]([C:9](=[O:10])[OH:11])[CH2:13][c:14]2[cH:15][cH:16][c:17]([O:20][CH2:21][CH2:22][NH:23][C:24]([c:25]3[cH:26][cH:27][c:28](-[c:31]4[n:32][cH:33][cH:34][cH:35][cH:36]4)[cH:29][cH:30]3)=[O:37])[cH:18][cH:19]2)[s:5][cH:6]1.